From a dataset of the Open Reaction Database (ORD), a public repository of structured organic reaction records. describe an organic reaction: reactants, conditions, products, and yield Starting materials: O=C(O)c1ccc2ncoc2c1, COC(OC)OC, Nc1ccc(C(=O)O)cc1O, O=S(Cl)Cl. The product is O=C(O)c1ccc2ncoc2c1, [Cl-]. As a reaction SMILES: [C:19](=[O:20])([OH:21])[c:22]1[cH:23][c:24]2[c:25]([n:26][cH:27][o:28]2)[cH:29][cH:30]1.[CH3:12][O:13][CH:14]([O:15][CH3:16])[O:17][CH3:18].[NH2:1][c:2]1[cH:3][cH:4][c:5]([C:6]([OH:7])=[O:8])[cH:9][c:10]1[OH:11].[S:31]([Cl:32])([Cl:33])=[O:34]>>[C:19](=[O:20])([OH:21])[c:22]1[cH:23][c:24]2[c:25]([n:26][cH:27][o:28]2)[cH:29][cH:30]1.[Cl-:33]. The reactants are [Cl-] (chloride), [Br-].OCCCN(C)CCC[N+](C)(C)C (3-[N'-(3-Hydroxypropyl)-N'-methylamino]-N,N,N-trimethyl-1-propanaminium Bromide), [Br-].OCCCN(C)CCC[N+](C)(C)C (3-[N'-(3-hydroxypropyl)-N'-methylamino]-N,N,N-trimethyl-1-propanaminium bromide), Cl (hydrochloric acid). Run in O (water). Conditions: time 1 hour. Product: Cl.[Cl-].ClCCCN(C)CCC[N+](C)(C)C (3-[N'-(3-Chloropropyl)-N'-methylamino]-N,N,N-trimethyl-1-propanaminium Chloride Hydrochloride). As a reaction SMILES: [Br-].O[CH2:3][CH2:4][CH2:5][N:6]([CH2:8][CH2:9][CH2:10][N+:11]([CH3:14])([CH3:13])[CH3:12])[CH3:7].[ClH:15].[Cl-]>O>[ClH:15].[Cl-:15].[Cl:15][CH2:3][CH2:4][CH2:5][N:6]([CH2:8][CH2:9][CH2:10][N+:11]([CH3:14])([CH3:13])[CH3:12])[CH3:7] |f:0.1,5.6.7|. Reported procedure: A sample of 44.4 g. of product from Step 3, 3-[N'-(3-hydroxypropyl)-N'-methylamino]-N,N,N-trimethyl-1-propanaminium bromide, is dissolved in 500 ml. of water and acidified to pH 2 with concentrated hydrochloric acid. The solution is passed through a column of Dowex 1-X2 chloride form ion exchange resin and the eluant is evaporated under reduced pressure. The residual viscous oil is dried in vacuo and treated with thionyl chloride (25 ml.) added dropwise with stirring during one hour. The solutio... The reactants are C(C1=CC=CC=C1)OC1=C(C2=CC=CC=C2C=C1)C(OCC)=N (Ethyl 2-(Benzyloxy)-1-naphthimidate). The reagents and catalysts are [Pd] (Palladium on carbon). Run in C(C)O (ethanol). Conditions: time 6 hour. Product: OC1=C(C2=CC=CC=C2C=C1)C(OCC)=N (Ethyl 2-Hydroxy-1-naphthimidate). Isolated yield 94.3%. Reaction SMILES: C([O:8][C:9]1[CH:18]=[CH:17][C:16]2[C:11](=[CH:12][CH:13]=[CH:14][CH:15]=2)[C:10]=1[C:19](=[NH:23])[O:20][CH2:21][CH3:22])C1C=CC=CC=1>[Pd].C(O)C>[OH:8][C:9]1[CH:18]=[CH:17][C:16]2[C:11](=[CH:12][CH:13]=[CH:14][CH:15]=2)[C:10]=1[C:19](=[NH:23])[O:20][CH2:21][CH3:22]. Procedure details: Palladium on carbon (10%, 2.57 g) was introduced into a solution of 13 (15.21 g, 49.8 mmol) in ethanol (430 ml). The suspension was stirred under a hydrogen atmosphere for 6 hours. After filtration through Celite, the filtrate was concentrated, giving 10.11 g (94%) of 14 as yellow crystals, mp 145°-146° C. IR (KBr): 2980 (C--H), 1620 (C=C), 1085 (C--O) cm-1. 1H NMR: δ8.65 (d, 1 arom H), 7.76 (d, 1 arom H), 7.71 (d, 1 arom H), 7.47 (m, 1 arom H), 7.29 (m, 1 arom H), 7.15 (d, 1 arom H), 4.29 (q, 1... Starting materials: BrC1=C(C=CC=C1)[N+](=O)[O-] (2-bromonitrobenzene), BrC=CC (1-bromo-1-propene), BrC=CC (bromopropene), [Mg] (Magnesium), solution, II (iodine). The solvent is C1CCOC1 (THF), C1CCOC1 (THF), C1CCOC1 (THF). Conditions: temperature -40 celsius, time 30 minute. Product: BrC=1C=CC=C2C(=CNC12)C (7-Bromo-3-methylindole). As a reaction SMILES: [Mg].II.Br[CH:5]=[CH:6][CH3:7].[Br:8][C:9]1[CH:14]=[CH:13][CH:12]=[CH:11][C:10]=1[N+:15]([O-])=O>C1COCC1>[Br:8][C:9]1[CH:14]=[CH:13][CH:12]=[C:11]2[C:10]=1[NH:15][CH:5]=[C:6]2[CH3:7]. Reported procedure: Magnesium turnings (1.45 g) in dry THF (10 ml) were stirred at room temperature under nitrogen and an iodine crystal added, followed by a few milliliters of a solution of 1-bromo-1-propene (7.25 g, 0.06 mole) in dry THF (50 ml). After warming to initiate the reaction, the remaining bromopropene solution was added dropwise at a rate to maintain reflux. After addition, the reaction was heated at reflux for a further hour, cooled and added rapidly to a stirred solution of 2-bromonitrobenzene (4.04 ... Starting materials: O.C([O-])(O)=O.[Na+] (sodium bicarbonate water), COC=1C=C(C(=O)Cl)C=CC1 (3-methoxybenzoyl chloride), C[Si]([N-][Si](C)(C)C)(C)C.[Li+] (lithium hexamethyldisilazide), 6-valerolactone. Run in O1CCCC1 (tetrahydrofuran). Reaction conditions: time 2 hour. The product is COC=1C=C(C(=O)C2C(OC=CC2)=O)C=CC1 (3-(3-Methoxybenzoyl)dihydropyran-2-one). Reaction SMILES: [CH3:1][O:2][C:3]1[CH:4]=[C:5]([CH:9]=[CH:10][CH:11]=1)[C:6](Cl)=[O:7].C[Si](C)(C)[N-][Si](C)(C)C.[Li+].O.[C:23](=[O:26])(O)[O-:24].[Na+]>O1CCCC1>[CH3:1][O:2][C:3]1[CH:4]=[C:5]([CH:9]=[CH:10][CH:11]=1)[C:6]([CH:10]1[CH2:11][CH:3]=[CH:4][O:24][C:23]1=[O:26])=[O:7] |f:1.2,3.4.5|. Procedure details: A solution of 6-valerolactone (2.0 g, 20 mmol) in anhydrous tetrahydrofuran (100 ml) was cooled to −78° C. under a nitrogen atmosphere, and 3-methoxybenzoyl chloride (3.58 g, 21 mmol) and lithium hexamethyldisilazide (40 ml, 1M tetrahydrofuran solution, 40 mmol) were added sequentially. Stirring was carried out for 2 hours, followed by treatment with saturated sodium bicarbonate water. The reaction mixture was extracted with ethyl acetate (100 ml), followed by washing with brine, and subsequentl... The reactants are CN(c1cccc2cc(C3=NCC(C)(CN4CCNCC4)S3)[nH]c12)S(=O)(=O)c1cccs1, CC(=O)OC(C)=O, c1ccncc1. Yields the product CC(=O)N1CCN(CC2(C)CN=C(c3cc4cccc(N(C)S(=O)(=O)c5cccs5)c4[nH]3)S2)CC1. RXN SMILES: [CH3:1][N:2]([S:3](=[O:4])(=[O:5])[c:6]1[s:7][cH:8][cH:9][cH:10]1)[c:11]1[cH:12][cH:13][cH:14][c:15]2[cH:16][c:17]([C:20]3=[N:24][CH2:23][C:22]([CH2:25][N:26]4[CH2:27][CH2:28][NH:29][CH2:30][CH2:31]4)([CH3:32])[S:21]3)[nH:18][c:19]12.[CH3:33][C:34](=[O:35])[O:36][C:37](=[O:38])[CH3:39].[cH:40]1[cH:41][cH:42][n:43][cH:44][cH:45]1>>[CH3:1][N:2]([S:3](=[O:4])(=[O:5])[c:6]1[s:7][cH:8][cH:9][cH:10]1)[c:11]1[cH:12][cH:13][cH:14][c:15]2[cH:16][c:17]([C:20]3=[N:24][CH2:23][C:22]([CH2:25][N:26]4[CH2:27][CH2:28][N:29]([C:34]([CH3:33])=[O:35])[CH2:30][CH2:31]4)([CH3:32])[S:21]3)[nH:18][c:19]12.